Dataset: the Open Reaction Database (ORD), a public repository of structured organic reaction records. Task: describe an organic reaction: reactants, conditions, products, and yield Reactants: COC(CCn1cc2ccc(NC(=O)Nc3ccc(Oc4ccccc4)cc3)cc2n1)OC, CC(C)=O, Cl. Product: O=CCCn1cc2ccc(NC(=O)Nc3ccc(Oc4ccccc4)cc3)cc2n1. Reaction SMILES: [CH3:1][O:2][CH:3]([CH2:4][CH2:5][n:6]1[n:7][c:8]2[cH:9][c:10]([NH:15][C:16](=[O:17])[NH:18][c:19]3[cH:20][cH:21][c:22]([O:25][c:26]4[cH:27][cH:28][cH:29][cH:30][cH:31]4)[cH:23][cH:24]3)[cH:11][cH:12][c:13]2[cH:14]1)[O:32][CH3:33].[CH3:35][C:36](=[O:37])[CH3:38].[ClH:34]>>[O:2]=[CH:3][CH2:4][CH2:5][n:6]1[n:7][c:8]2[cH:9][c:10]([NH:15][C:16](=[O:17])[NH:18][c:19]3[cH:20][cH:21][c:22]([O:25][c:26]4[cH:27][cH:28][cH:29][cH:30][cH:31]4)[cH:23][cH:24]3)[cH:11][cH:12][c:13]2[cH:14]1. Reactants: C(C)(=O)OCC=1CS[C@H]2N(C1C(=O)OC(C)(C)C)C([C@H]2N)=O (t-butyl 3-acetoxymethyl-7β-aminoceph-3-em-4-carboxylate), ClC(C(=O)ON=C(C(=O)Cl)C1=CC=CC=C1)Cl (2-dichloroacetoxyimino-2-phenylacetyl chloride). Run in C(C)(=O)OCC (ethyl acetate), C(C)(=O)OCC (ethyl acetate). Run at time 2 hour. Yields the product C(C)(=O)OCC=1CS[C@H]2N(C1C(=O)OC(C)(C)C)C([C@H]2NC(C(C2=CC=CC=C2)=NOC(C(Cl)Cl)=O)=O)=O (t-butyl 3-acetoxymethyl-7β-(2-dichloroacetoxyimino-2-phenylacetamido)-ceph-3-em-4-carboxylate). Isolated yield 70.0%. Reaction SMILES: [C:1]([O:4][CH2:5][C:6]1[CH2:7][S:8][C@@H:9]2[C@H:20]([NH2:21])[C:19](=[O:22])[N:10]2[C:11]=1[C:12]([O:14][C:15]([CH3:18])([CH3:17])[CH3:16])=[O:13])(=[O:3])[CH3:2].[Cl:23][CH:24]([Cl:39])[C:25]([O:27][N:28]=[C:29]([C:33]1[CH:38]=[CH:37][CH:36]=[CH:35][CH:34]=1)[C:30](Cl)=[O:31])=[O:26]>C(OCC)(=O)C>[C:1]([O:4][CH2:5][C:6]1[CH2:7][S:8][C@@H:9]2[C@H:20]([NH:21][C:30](=[O:31])[C:29](=[N:28][O:27][C:25](=[O:26])[CH:24]([Cl:39])[Cl:23])[C:33]3[CH:34]=[CH:35][CH:36]=[CH:37][CH:38]=3)[C:19](=[O:22])[N:10]2[C:11]=1[C:12]([O:14][C:15]([CH3:16])([CH3:17])[CH3:18])=[O:13])(=[O:3])[CH3:2]. Procedure: To a solution of t-butyl 3-acetoxymethyl-7β-aminoceph-3-em-4-carboxylate (3.28 g) in ethyl acetate (25 ml.) was added a solution of 2-dichloroacetoxyimino-2-phenylacetyl chloride (syn-isomer) in ethyl acetate (25 ml.) dropwise with stirring. The solution became warm and a precipitate formed. After two hours, the solution was filtered, washed successively with 2 N-hydrochloric acid, water, and saturated sodium bicarbonate solution, dried, and evaporated to give a yellow foam which solidified on s... Run in CN(C=O)C (dimethylformamide), O (water). The reactants are C(N)(=O)C=1C=C(OC2C(C(=O)O)=CC=CN2CC2=C(C=CC=C2)Cl)C=CC1 (2-(3-Carbamoyl-phenoxy)-N-(2-chloro-benzyl)-nicotinic acid), ClC1=C(CN)C=CC=C1 (o-chlorobenzylamine), O.ON1N=NC2=C1C=CC=C2 (1-hydroxybenzotriazole hydrate), Cl.C(C)N=C=N (3-ethylcarbodiimide hydrochloride). Reported procedure: To a stirred solution of 2-(3-Carbamoyl-phenoxy)-N-(2-chloro-benzyl)-nicotinic acid (0.300 grams, 1.25 mmole), o-chlorobenzylamine (0.195 grams, 1.375 mmole), and 1-hydroxybenzotriazole hydrate (0.203 grams, 1.50 mmole) in dry dimethylformamide (3 ml) was added 1-(3-dimethylamino)-propyl)-3-ethylcarbodiimide hydrochloride (0.311 grams, 1.63 mmole) and stirred over night. The mixture poured into 100 ml water and extracted with ethyl acetate. The combined extracts were washed with 1 N NaOH, water ... Isolated yield 50.1%. As a reaction SMILES: [C:1]([C:4]1[CH:5]=[C:6]([CH:25]=[CH:26][CH:27]=1)[O:7][CH:8]1[N:16](CC2C=CC=CC=2Cl)[CH:15]=[CH:14][CH:13]=[C:9]1[C:10]([OH:12])=O)(=[O:3])[NH2:2].[Cl:28][C:29]1[CH:36]=[CH:35][CH:34]=[CH:33][C:30]=1[CH2:31][NH2:32].O.ON1C2C=CC=CC=2N=N1.Cl.C(N=C=N)C>CN(C)C=O.O>[C:1]([C:4]1[CH:5]=[C:6]([CH:25]=[CH:26][CH:27]=1)[O:7][C:8]1[N:16]=[CH:15][CH:14]=[CH:13][C:9]=1[C:10]([NH:32][CH2:31][C:30]1[CH:33]=[CH:34][CH:35]=[CH:36][C:29]=1[Cl:28])=[O:12])(=[O:3])[NH2:2] |f:2.3,4.5|. Yields the product C(N)(=O)C=1C=C(OC2=C(C(=O)NCC3=C(C=CC=C3)Cl)C=CC=N2)C=CC1 (2-(3-Carbamoyl-phenoxy)-N-(2-chloro-benzyl)-nicotinamide).